From a dataset of the Open Reaction Database (ORD), a public repository of structured organic reaction records. describe an organic reaction: reactants, conditions, products, and yield Reactants: FC1=CC=C(CN)C=C1 (4-fluorobenzylamine), ClC(=O)OC(Cl)(Cl)Cl (trichloromethyl chloroformate), C(C)(C)(C)OC(=O)N1[C@H](C(=O)N2[C@@H](CCC2)C(COC2=CC=C(C=C2)F)O)CCC1 ((2S)-1-[N-(tert-butoxycarbonyl)-L-prolyl]-2-[2-(4-fluorophenoxy)-1-hydroxyethyl]pyrrolidine). Product: FC1=CC=C(CNC(=O)N2[C@H](C(=O)N3[C@@H](CCC3)C(COC3=CC=C(C=C3)F)O)CCC2)C=C1 ((2S)-1-[N-(4-Fluorobenzylaminocarbonyl)-L-prolyl]-2-[2-(4-fluorophenoxy)-1-hydroxyethyl]pyrrolidine). Procedure: By the same procedure as in Example 28-B), while using 4-fluorobenzylamine (0.54 ml), trichloromethyl chloroformate (0.28 ml) and (2S)-1-[N-(tert-butoxycarbonyl)-L-prolyl]-2-[2-(4-fluorophenoxy)-1-hydroxyethyl]pyrrolidine (1.85 g), there was obtained 1.38 g of the title compound. Reaction SMILES: [F:1][C:2]1[CH:9]=[CH:8][C:5]([CH2:6][NH2:7])=[CH:4][CH:3]=1.ClC(OC(Cl)(Cl)Cl)=O.C([O:22][C:23]([N:25]1[CH2:47][CH2:46][CH2:45][C@H:26]1[C:27]([N:29]1[CH2:33][CH2:32][CH2:31][C@H:30]1[CH:34]([OH:44])[CH2:35][O:36][C:37]1[CH:42]=[CH:41][C:40]([F:43])=[CH:39][CH:38]=1)=[O:28])=O)(C)(C)C>>[F:1][C:2]1[CH:9]=[CH:8][C:5]([CH2:6][NH:7][C:23]([N:25]2[CH2:47][CH2:46][CH2:45][C@H:26]2[C:27]([N:29]2[CH2:33][CH2:32][CH2:31][C@H:30]2[CH:34]([OH:44])[CH2:35][O:36][C:37]2[CH:38]=[CH:39][C:40]([F:43])=[CH:41][CH:42]=2)=[O:28])=[O:22])=[CH:4][CH:3]=1.